From a dataset of the Open Reaction Database (ORD), a public repository of structured organic reaction records. describe an organic reaction: reactants, conditions, products, and yield Reactants: C(C)(C)(C)OC(=O)NC1CN(CC12CCC2)[C@H](C)C2=CC=CC=C2 (8-tert-butoxycarbonylamino-6-[1-(R)-phenylethyl]-6-azaspiro[3.4]octane). The reagents and catalysts are [Pd] (palladium on charcoal), same catalyst. Solvent: C(C)O (ethanol). Reaction conditions: time 1 hour. The product is C(C)(C)(C)OC(=O)NC1CNCC12CCC2 (8-tert-butoxycarbonylamino-6-azaspiro[3.4]octane). Isolated yield 102.6%. As a reaction SMILES: [C:1]([O:5][C:6]([NH:8][CH:9]1[C:13]2([CH2:16][CH2:15][CH2:14]2)[CH2:12][N:11]([C@@H](C2C=CC=CC=2)C)[CH2:10]1)=[O:7])([CH3:4])([CH3:3])[CH3:2]>C(O)C.[Pd]>[C:1]([O:5][C:6]([NH:8][CH:9]1[C:13]2([CH2:14][CH2:15][CH2:16]2)[CH2:12][NH:11][CH2:10]1)=[O:7])([CH3:4])([CH3:2])[CH3:3]. Procedure details: To a solution of 4.1 g of 8-tert-butoxycarbonylamino-6-[1-(R)-phenylethyl]-6-azaspiro[3.4]octane in 60 ml of ethanol there was added 4.5 g of 5% palladium on charcoal (50% wet) and reduction was carried out under a hydrogen atmosphere (H2 pressure: 4 atm.) for 5 hrs. During the reduction, the reaction vessel was warmed by irradiation with a tungsten lamp. At 1 hr. from the beginning of the reduction, 2 g of the same catalyst was further added and the reduction continued for an additional 4 hours... The reactants are Cc1ccccc1, CC#N, CN1CC(CCCl)Cc2ncccc2C1=O, S=P12SP3(=S)SP(=S)(S1)SP(=S)(S2)S3. The product is CN1CC(CCCl)Cc2ncccc2C1=S. RXN SMILES: [CH3:31][c:32]1[cH:33][cH:34][cH:35][cH:36][cH:37]1.[CH3:38][C:39]#[N:40].[Cl:1][CH2:2][CH2:3][CH:4]1[CH2:5][c:6]2[c:7]([cH:13][cH:14][cH:15][n:16]2)[C:8](=[O:12])[N:9]([CH3:11])[CH2:10]1.[P:17]12(=[S:18])[S:19][P:20]3(=[S:30])[S:21][P:22](=[S:28])([S:23][P:24](=[S:27])([S:25]3)[S:26]1)[S:29]2>>[Cl:1][CH2:2][CH2:3][CH:4]1[CH2:5][c:6]2[c:7]([cH:13][cH:14][cH:15][n:16]2)[C:8](=[S:18])[N:9]([CH3:11])[CH2:10]1. Starting materials: CCC(C)=O, COc1ccc(CCl)cc1OC, Cl, c1ccc(C(CCN2CCNCC2)c2ccccc2)cc1. The product is Cl, Cl, COc1ccc(CN2CCN(CCC(c3ccccc3)c3ccccc3)CC2)cc1OC. RXN SMILES: [CH2:35]([C:36]([CH3:37])=[O:38])[CH3:39].[CH3:22][O:23][c:24]1[cH:25][c:26]([CH2:27][Cl:28])[cH:29][cH:30][c:31]1[O:32][CH3:33].[ClH:34].[c:1]1([CH:7]([CH2:8][CH2:9][N:10]2[CH2:11][CH2:12][NH:13][CH2:14][CH2:15]2)[c:16]2[cH:17][cH:18][cH:19][cH:20][cH:21]2)[cH:2][cH:3][cH:4][cH:5][cH:6]1>>[ClH:28].[ClH:34].[c:1]1([CH:7]([CH2:8][CH2:9][N:10]2[CH2:11][CH2:12][N:13]([CH2:27][c:26]3[cH:25][c:24]([O:23][CH3:22])[c:31]([O:32][CH3:33])[cH:30][cH:29]3)[CH2:14][CH2:15]2)[c:16]2[cH:17][cH:18][cH:19][cH:20][cH:21]2)[cH:2][cH:3][cH:4][cH:5][cH:6]1.